From a dataset of the Open Reaction Database (ORD), a public repository of structured organic reaction records. describe an organic reaction: reactants, conditions, products, and yield The reactants are CO, Cc1cnc2c(c1)CCCC2Cl, Cl, Cl, N. Product: Cc1cnc2c(c1)CCCC2N, Cl, Cl. RXN SMILES: [CH3:16][OH:17].[Cl:2][CH:3]1[CH2:4][CH2:5][CH2:6][c:7]2[cH:8][c:9]([CH3:13])[cH:10][n:11][c:12]21.[ClH:14].[ClH:1].[NH3:15]>>[CH:3]1([NH2:15])[CH2:4][CH2:5][CH2:6][c:7]2[cH:8][c:9]([CH3:13])[cH:10][n:11][c:12]21.[ClH:1].[ClH:2]. Reactants: O (water), ClC1=NC=CC(=C1)Cl (2,4-Dichloropyridine), [H-].[Na+] (sodium hydride), C(C)(C)OC(=O)N1CCC(CC1)O (4-Hydroxy-piperidine-1-carboxylic acid isopropyl ester). The solvent is CN(C)C=O (DMF), CN(C)C=O (DMF). Reaction conditions: temperature 90 celsius. Yields the product C(C)(C)OC(=O)N1CCC(CC1)OC1=CC(=NC=C1)Cl (4-(2-Chloro-pyridin-4-yloxy)-piperidine-1-carboxylic acid isopropyl ester), C(C)(C)OC(=O)N1CCC(CC1)OC1=NC=CC(=C1)Cl (4-(4-Chloro-pyridin-2-yloxy)-piperidine-1-carboxylic acid isopropyl ester). RXN SMILES: [Cl:1][C:2]1[CH:7]=[C:6]([Cl:8])[CH:5]=[CH:4][N:3]=1.[H-].[Na+].[CH:11]([O:14][C:15]([N:17]1[CH2:22][CH2:21][CH:20]([OH:23])[CH2:19][CH2:18]1)=[O:16])([CH3:13])[CH3:12].O>CN(C=O)C>[CH:11]([O:14][C:15]([N:17]1[CH2:18][CH2:19][CH:20]([O:23][C:6]2[CH:5]=[CH:4][N:3]=[C:2]([Cl:1])[CH:7]=2)[CH2:21][CH2:22]1)=[O:16])([CH3:13])[CH3:12].[CH:11]([O:14][C:15]([N:17]1[CH2:18][CH2:19][CH:20]([O:23][C:2]2[CH:7]=[C:6]([Cl:8])[CH:5]=[CH:4][N:3]=2)[CH2:21][CH2:22]1)=[O:16])([CH3:13])[CH3:12] |f:1.2|. Procedure details: 2,4-Dichloropyridine (0.52 g, 3.5 mmol) in 2 mL of DMF was added to a suspension of sodium hydride (60% in oil, 0.16 g, 3 eq) and 2a (0.55 g, 3 mmol) in 8 mL of DMF. The mixture was heated at 90° C. The mixture was allowed to cool to room temperature, water was added to quench the excess sodium hydride and the solution was extracted with ethyl acetate twice, washed with a saturated solution of sodium bicarbonate, dried and evaporated. The crude material was purified on silica gel (eluent: 20% th...